This data is from the Open Reaction Database (ORD), a public repository of structured organic reaction records. The task is: describe an organic reaction: reactants, conditions, products, and yield Reactants: CC(=O)O[C@@H]1[C@@H](SC=2C=CC=CC2N(C1=O)CCN(C)C)C=3C=CC(=CC3)OC (diltiazem), COC=1C=C(CCI)C=C(C1)OC (3,5-dimethoxyphenethyl iodide). Solvent: CCOC(=O)C (EtOAc). Run at temperature 50 celsius, time 97 hour. Yields the product [I-].C(C)(=O)O[C@@H]1[C@@H](SC2=C(N(C1=O)CC[N+](C)(C)CCC1=CC(=CC(=C1)OC)OC)C=CC=C2)C2=CC=C(C=C2)OC (cis-3-(Acetyloxy)-2,3,4,5-tetrahydro-2-(4-methoxyphenyl)-N-[2-(3,5-dimethoxyphenyl)ethyl]-N,N-dimethyl-4-oxo-1,5-benzothiazepine-5-ethanaminium iodide). The yield is 63.7%. RXN SMILES: [CH3:1][C:2]([O:4][C@H:5]1[C:15](=[O:16])[N:14]([CH2:17][CH2:18][N:19]([CH3:21])[CH3:20])[C:13]2[CH:12]=[CH:11][CH:10]=[CH:9][C:8]=2[S:7][C@H:6]1[C:22]1[CH:23]=[CH:24][C:25]([O:28][CH3:29])=[CH:26][CH:27]=1)=[O:3].[CH3:30][O:31][C:32]1[CH:33]=[C:34]([CH:38]=[C:39]([O:41][CH3:42])[CH:40]=1)[CH2:35][CH2:36][I:37]>CCOC(C)=O>[I-:37].[C:2]([O:4][C@H:5]1[C:15](=[O:16])[N:14]([CH2:17][CH2:18][N+:19]([CH2:36][CH2:35][C:34]2[CH:38]=[C:39]([O:41][CH3:42])[CH:40]=[C:32]([O:31][CH3:30])[CH:33]=2)([CH3:21])[CH3:20])[C:13]2[CH:12]=[CH:11][CH:10]=[CH:9][C:8]=2[S:7][C@H:6]1[C:22]1[CH:23]=[CH:24][C:25]([O:28][CH3:29])=[CH:26][CH:27]=1)(=[O:3])[CH3:1] |f:3.4|. Procedure details: To a flask under nitrogen was added 5.0 g (0.0121 mole) of diltiazem, 3.52 g (0.0121 mole) of 3,5-dimethoxyphenethyl iodide, and 20 ml of EtOAc. The reaction mixture was heated at 50° C. for 24 hr then at 75° C. for 97 hr. The reaction was cooled to RT, the solvent decanted, and the oily residue washed three times with EtOAc. The oily residue was dissolved in methylene chloride, washed with water and dried over MgSO4. The solvent was evaporated to give 5.45 g of a mixture of the title product an... As a reaction SMILES: [CH3:40][CH2:41][O:42][CH2:43][CH3:44].[OH2:28].[OH:1][C:2]1([c:15]2[cH:16][cH:17][c:18]([CH3:21])[cH:19][cH:20]2)[CH2:3][CH2:4][C:5]([CH3:13])([CH3:14])[c:6]2[cH:7][cH:8][c:9]([Br:12])[cH:10][c:11]21.[c:29]1([CH3:30])[cH:31][cH:32][c:33]([S:34]([OH:35])(=[O:36])=[O:37])[cH:38][cH:39]1.[cH:22]1[cH:23][cH:24][cH:25][cH:26][cH:27]1>>[C:2]1([c:15]2[cH:16][cH:17][c:18]([CH3:21])[cH:19][cH:20]2)=[CH:3][CH2:4][C:5]([CH3:13])([CH3:14])[c:6]2[cH:7][cH:8][c:9]([Br:12])[cH:10][c:11]21. Starting materials: CCOCC, O, Cc1ccc(C2(O)CCC(C)(C)c3ccc(Br)cc32)cc1, Cc1ccc(S(=O)(=O)O)cc1, c1ccccc1. Product: Cc1ccc(C2=CCC(C)(C)c3ccc(Br)cc32)cc1.